This data is from the Open Reaction Database (ORD), a public repository of structured organic reaction records. The task is: describe an organic reaction: reactants, conditions, products, and yield RXN SMILES: [CH2:1]([CH3:2])[O:3][C:4]([C:5]([CH3:6])([CH3:7])[O:8][c:9]1[c:10]([CH3:36])[cH:11][c:12]([O:15][CH2:16][CH2:17][c:18]2[n:19][c:20](-[c:24]3[cH:25][cH:26][c:27](-[c:30]4[cH:31][cH:32][cH:33][cH:34][cH:35]4)[cH:28][cH:29]3)[o:21][c:22]2[CH3:23])[cH:13][cH:14]1)=[O:37].[CH2:40]1[O:41][CH2:42][CH2:43][CH2:44]1.[CH3:45][OH:46].[Na+:39].[OH-:38]>>[O:3]=[C:4]([C:5]([CH3:6])([CH3:7])[O:8][c:9]1[c:10]([CH3:36])[cH:11][c:12]([O:15][CH2:16][CH2:17][c:18]2[n:19][c:20](-[c:24]3[cH:25][cH:26][c:27](-[c:30]4[cH:31][cH:32][cH:33][cH:34][cH:35]4)[cH:28][cH:29]3)[o:21][c:22]2[CH3:23])[cH:13][cH:14]1)[OH:37]. The product is Cc1cc(OCCc2nc(-c3ccc(-c4ccccc4)cc3)oc2C)ccc1OC(C)(C)C(=O)O. Reactants: CCOC(=O)C(C)(C)Oc1ccc(OCCc2nc(-c3ccc(-c4ccccc4)cc3)oc2C)cc1C, C1CCOC1, CO, [Na+], [OH-]. Starting materials: C1(=CC=CC=C1)C=1N=C2N(C3=C(NC4=C2C=CC=C4)N=CC=C3)C1C1=CC=C(C=C1)[C@H](C)NC(OC(C)(C)C)=O ((S)-tert-butyl (1-(4-(2-phenyl-9H-benzo[f]imidazo[1,2-d]pyrido[2,3-b][1,4]diazepin-3-yl)phenyl)ethyl)carbamate), Cl (HCl). The solvent is ClCCl (dichloromethane), O1CCOCC1 (dioxane). Conditions: time 4 hour. Product: Cl.C1(=CC=CC=C1)C=1N=C2N(C3=C(NC4=C2C=CC=C4)N=CC=C3)C1C1=CC=C(C=C1)[C@H](C)N ((S)-1-(4-(2-phenyl-9H-benzo[f]imidazo[1,2-d]pyrido[2,3-b][1,4]diazepin-3-yl)phenyl)ethanamine hydrochloride). Reaction SMILES: [C:1]1([C:7]2[N:8]=[C:9]3[C:15]4[CH:16]=[CH:17][CH:18]=[CH:19][C:14]=4[NH:13][C:12]4[N:20]=[CH:21][CH:22]=[CH:23][C:11]=4[N:10]3[C:24]=2[C:25]2[CH:30]=[CH:29][C:28]([C@@H:31]([NH:33]C(=O)OC(C)(C)C)[CH3:32])=[CH:27][CH:26]=2)[CH:6]=[CH:5][CH:4]=[CH:3][CH:2]=1.[ClH:41]>ClCCl.O1CCOCC1>[ClH:41].[C:1]1([C:7]2[N:8]=[C:9]3[C:15]4[CH:16]=[CH:17][CH:18]=[CH:19][C:14]=4[NH:13][C:12]4[N:20]=[CH:21][CH:22]=[CH:23][C:11]=4[N:10]3[C:24]=2[C:25]2[CH:26]=[CH:27][C:28]([C@@H:31]([NH2:33])[CH3:32])=[CH:29][CH:30]=2)[CH:2]=[CH:3][CH:4]=[CH:5][CH:6]=1 |f:4.5|. Procedure: To a solution (S)-tert-butyl (1-(4-(2-phenyl-9H-benzo[f]imidazo[1,2-d]pyrido[2,3-b][1,4]diazepin-3-yl)phenyl)ethyl)carbamate (0.251 g) in dichloromethane (20 mL) was added 4.0 M HCl in dioxane (2 mL). The reaction was stirred at room temperature for 4 hours. The reaction mixture was concentrated under reduced pressure and then diluted with ether (20 mL). The product was removed by filtration under reduced pressure and dried to give (S)-1-(4-(2-phenyl-9H-benzo[f]imidazo[1,2-d]pyrido[2,3-b][1,4]di... Starting materials: C(C)(C)N(C(=O)N)C1=CC2=C(C=C1)OCO2 (N-isopropyl-N-[3,4-(methylenedioxy)-phenyl]urea), N1=CC(=CC2=CC=CC=C12)C=O (3-quinolinecarboxaldehyde). The product is C(C)(C)N1C(NC(C2=CC3=C(C=C12)OCO3)C=3C=NC1=CC=CC=C1C3)=O (1-Isopropyl-6,7-methylenedioxy-4-(3-quinolyl)-3,4-dihydro-quinazolin-2(1H)-one). Yield: 14.0%. RXN SMILES: [CH:1]([N:4]([C:8]1[CH:13]=[CH:12][C:11]2[O:14][CH2:15][O:16][C:10]=2[CH:9]=1)[C:5]([NH2:7])=[O:6])([CH3:3])[CH3:2].[N:17]1[C:26]2[C:21](=[CH:22][CH:23]=[CH:24][CH:25]=2)[CH:20]=[C:19]([CH:27]=O)[CH:18]=1>>[CH:1]([N:4]1[C:8]2[C:13](=[CH:12][C:11]3[O:14][CH2:15][O:16][C:10]=3[CH:9]=2)[CH:27]([C:19]2[CH:18]=[N:17][C:26]3[C:21]([CH:20]=2)=[CH:22][CH:23]=[CH:24][CH:25]=3)[NH:7][C:5]1=[O:6])([CH3:3])[CH3:2]. Procedure: This compound was synthesized from N-isopropyl-N-[3,4-(methylenedioxy)-phenyl]urea (308 mg) and 3-quinolinecarboxaldehyde (243 mg) by the procedure described in example 10 in 14% yield. mp: 202-205° C. 1H NMR (CDCl3): 8.89 (d, J=2.0, 1H), 8.11 (d, J=7.6, 1H), 8.05 (s, 1H), 7.80 (d, J=7.6, 1H), 7.74 (t, J=7.6, 1H), 7.58 (t, J=7.6, 1H), 6.72 (s, 1H), 6.41 (s, 1H), 5.94 (s, 1H), 5.92 (s, 1H), 5.52 (d, J=1.9, 1H), 5.25 (s, 1H), 4.42 (m, 1H), 1.57 (d, J=7.0, 3H), 1.56 (d, J=7.0, 3H). Reactants: [N+](=O)([O-])C[C@@]1([C@H]2C=CC[C@H]2C1)CC(=O)OC(C)(C)C (Tert-butyl(±)-[(1S,5R,6R)-6-(nitromethyl)bicyclo[3.2.0]hept-3-en-6-yl]acetate), CC=1C[C@@H]2CC([C@@H]2C1C)=CC(=O)OC(C)(C)C (tert-butyl(±)-(1S,5R)-[3,4-dimethylbicyclo[3.2.0]hept-3-en-6-ylidene]acetate). The product is CC=1C[C@H]2C[C@@]([C@H]2C1C)(C[N+](=O)[O-])CC(=O)OC(C)(C)C (Tert-butyl(±)-[(1S,5R,6R)-3,4-dimethyl-6-nitromethylbicyclo[3.2.0]hept-3-en-6-yl]acetate). Reaction SMILES: [N+:1]([CH2:4][C@@]1(CC(OC(C)(C)C)=O)C[C@H]2[C@@H]1C=CC2)([O-:3])=[O:2].[CH3:20][C:21]1[CH2:22][C@H:23]2[C@@H:26]([C:27]=1[CH3:28])[C:25](=[CH:29][C:30]([O:32][C:33]([CH3:36])([CH3:35])[CH3:34])=[O:31])[CH2:24]2>>[CH3:20][C:21]1[CH2:22][C@@H:23]2[C@H:26]([C:27]=1[CH3:28])[C@@:25]([CH2:29][C:30]([O:32][C:33]([CH3:36])([CH3:35])[CH3:34])=[O:31])([CH2:4][N+:1]([O-:3])=[O:2])[CH2:24]2. Procedure: The compound of interest (4.5 g, 85%) was obtained as an oil substance in the same way as in paragraph (1-c) using tert-butyl(±)-(1S,5R)-[3,4-dimethylbicyclo[3.2.0]hept-3-en-6-ylidene]acetate (4.2 g, 18 mmol). Starting materials: CO, O=C(c1cc2ccc(C(F)(F)F)cc2s1)N1CC(N2CCN(C(=O)C(F)(F)F)CC2)C1. Yields the product O=C(c1cc2ccc(C(F)(F)F)cc2s1)N1CC(N2CCNCC2)C1. As a reaction SMILES: [CH3:32][OH:33].[F:1][C:2]([F:3])([F:4])[C:30]([N:5]1[CH2:6][CH2:7][N:8]([CH:11]2[CH2:12][N:13]([C:15](=[O:16])[c:17]3[cH:18][c:19]4[c:20]([s:21]3)[cH:22][c:23]([C:26]([F:27])([F:28])[F:29])[cH:24][cH:25]4)[CH2:14]2)[CH2:9][CH2:10]1)=[O:31]>>[NH:5]1[CH2:6][CH2:7][N:8]([CH:11]2[CH2:12][N:13]([C:15](=[O:16])[c:17]3[cH:18][c:19]4[c:20]([s:21]3)[cH:22][c:23]([C:26]([F:27])([F:28])[F:29])[cH:24][cH:25]4)[CH2:14]2)[CH2:9][CH2:10]1. The reactants are NC=1SC(=CC1C(=O)N)C1=C(C=C(C=C1F)C(C)(C)O)F (2-amino-5-[2,6-difluoro-4-(1-hydroxy-1-methylethyl)phenyl]thiophene-3-carboxamide), BrC1=CC=CC(=N1)CN1C(C[C@H](C1)O)=O ((4R)-1-[(6-bromopyridin-2-yl)methyl]-4-hydroxypyrrolidin-2-one). Product: FC1=C(C=CC(=C1)C(C)(C)O)C1=CC(=C(S1)NC1=NC(=CC=C1)CN1C(C[C@H](C1)O)=O)C(=O)N (5-[2-Fluoro-4-(1-hydroxy-1-methylethyl)phenyl]-2-[(6-{[(4R)-4-hydroxy-2-oxopyrrolidin-1-yl]methyl}pyridin-2-yl)amino]thiophene-3-carboxamide). As a reaction SMILES: [NH2:1][C:2]1[S:3][C:4]([C:10]2[C:15]([F:16])=[CH:14][C:13]([C:17]([OH:20])([CH3:19])[CH3:18])=[CH:12][C:11]=2F)=[CH:5][C:6]=1[C:7]([NH2:9])=[O:8].Br[C:23]1[N:28]=[C:27]([CH2:29][N:30]2[CH2:34][C@H:33]([OH:35])[CH2:32][C:31]2=[O:36])[CH:26]=[CH:25][CH:24]=1>>[F:16][C:15]1[CH:14]=[C:13]([C:17]([OH:20])([CH3:19])[CH3:18])[CH:12]=[CH:11][C:10]=1[C:4]1[S:3][C:2]([NH:1][C:23]2[CH:24]=[CH:25][CH:26]=[C:27]([CH2:29][N:30]3[CH2:34][C@H:33]([OH:35])[CH2:32][C:31]3=[O:36])[N:28]=2)=[C:6]([C:7]([NH2:9])=[O:8])[CH:5]=1. Reported procedure: The title compound was prepared as described in Example 1 using 2-amino-5-[2,6-difluoro-4-(1-hydroxy-1-methylethyl)phenyl]thiophene-3-carboxamide (0.16 g, 0.54 mmol) and (4R)-1-[(6-bromopyridin-2-yl)methyl]-4-hydroxypyrrolidin-2-one (0.14 g, 0.53 mmol) as the starting materials.